Dataset: the Open Reaction Database (ORD), a public repository of structured organic reaction records. Task: describe an organic reaction: reactants, conditions, products, and yield The reactants are COc1cc2c(-c3ccccc3)csc2c(Cl)c1Cl, Cl, O, c1ccncc1. The product is Oc1cc2c(-c3ccccc3)csc2c(Cl)c1Cl. RXN SMILES: [Cl:1][c:2]1[c:3]([O:18][CH3:19])[cH:4][c:5]2[c:6]([s:7][cH:8][c:9]2-[c:10]2[cH:11][cH:12][cH:13][cH:14][cH:15]2)[c:16]1[Cl:17].[ClH:20].[OH2:27].[n:21]1[cH:22][cH:23][cH:24][cH:25][cH:26]1>>[Cl:1][c:2]1[c:3]([OH:18])[cH:4][c:5]2[c:6]([s:7][cH:8][c:9]2-[c:10]2[cH:11][cH:12][cH:13][cH:14][cH:15]2)[c:16]1[Cl:17]. Starting materials: [BH4-], COC(=O)C(CCN(C)C)NC(=O)c1cc2c(cnn2CC(C)C)cc1Oc1ccc(F)cc1F, [Na+]. The product is CC(C)Cn1ncc2cc(Oc3ccc(F)cc3F)c(C(=O)NC(CO)CCN(C)C)cc21. As a reaction SMILES: [BH4-:36].[F:1][c:2]1[c:3]([O:4][c:5]2[cH:6][c:7]3[cH:8][n:9][n:10]([CH2:27][CH:28]([CH3:29])[CH3:30])[c:11]3[cH:12][c:13]2[C:14](=[O:15])[NH:16][CH:17]([C:18](=[O:19])[O:20][CH3:21])[CH2:22][CH2:23][N:24]([CH3:25])[CH3:26])[cH:31][cH:32][c:33]([F:35])[cH:34]1.[Na+:37]>>[F:1][c:2]1[c:3]([O:4][c:5]2[cH:6][c:7]3[cH:8][n:9][n:10]([CH2:27][CH:28]([CH3:29])[CH3:30])[c:11]3[cH:12][c:13]2[C:14](=[O:15])[NH:16][CH:17]([CH2:18][OH:19])[CH2:22][CH2:23][N:24]([CH3:25])[CH3:26])[cH:31][cH:32][c:33]([F:35])[cH:34]1. Starting materials: COC=1C(=C(C=CC1OC)CC#N)CC#N (3,4-dimethoxy-o-phenylene-diacetonitrile), Br (hydrobromic acid), C(C)(=O)O (acetic acid), C(C)(=O)O (acetic acid). Run at time 3 hour. Yields the product Br.COC1=CC2=C(CC(=NC(=C2)Br)N)C=C1OC (7,8-Dimethoxy-2-amino-4-bromo-1H-3-benzazepine-hydrobromide). As a reaction SMILES: CO[C:3]1[C:4]([CH2:14][C:15]#[N:16])=[C:5]([CH2:11][C:12]#[N:13])[CH:6]=[CH:7][C:8]=1[O:9][CH3:10].[BrH:17].[C:18]([OH:21])(=O)C>>[BrH:17].[CH3:18][O:21][C:7]1[C:8]([O:9][CH3:10])=[CH:3][C:4]2[CH2:14][C:15]([NH2:16])=[N:13][C:12]([Br:17])=[CH:11][C:5]=2[CH:6]=1 |f:3.4|. Procedure details: Here, 3,4-dimethoxy-o-phenylene-diacetonitrile (3.7 g, 0.017 mol) is suspended in glacial acetic acid (10 ml) and mixed with 30% hydrobromic acid (12 ml) in glacial acetic acid at 20° C. The mixture is stirred for 3 hours at ambient temperature, the precipitate is suction filtered, washed with glacial acetic acid and then with acetone/ether and dried. The reactants are CCN(C(C)C)C(C)C, CC(C)(C)CC1CNC(c2cccc(Cl)c2F)C1(C#N)c1ccc(Cl)cc1F, ClCCl, O=S(=O)(Cl)c1ccc(N2CCOCC2)nc1. Yields the product CC(C)(C)CC1CN(S(=O)(=O)c2ccc(N3CCOCC3)nc2)C(c2cccc(Cl)c2F)C1(C#N)c1ccc(Cl)cc1F. As a reaction SMILES: [CH:29]([N:30]([CH2:31][CH3:32])[CH:33]([CH3:34])[CH3:35])([CH3:36])[CH3:37].[Cl:1][c:2]1[c:3]([F:28])[c:4]([CH:8]2[NH:9][CH2:10][CH:11]([CH2:23][C:24]([CH3:25])([CH3:26])[CH3:27])[C:12]2([C:13]#[N:14])[c:15]2[c:16]([F:22])[cH:17][c:18]([Cl:21])[cH:19][cH:20]2)[cH:5][cH:6][cH:7]1.[Cl:54][CH2:55][Cl:56].[O:38]1[CH2:39][CH2:40][N:41]([c:44]2[cH:45][cH:46][c:47]([S:50](=[O:51])(=[O:52])[Cl:53])[cH:48][n:49]2)[CH2:42][CH2:43]1>>[Cl:1][c:2]1[c:3]([F:28])[c:4]([CH:8]2[N:9]([S:50]([c:47]3[cH:46][cH:45][c:44]([N:41]4[CH2:40][CH2:39][O:38][CH2:43][CH2:42]4)[n:49][cH:48]3)(=[O:51])=[O:52])[CH2:10][CH:11]([CH2:23][C:24]([CH3:25])([CH3:26])[CH3:27])[C:12]2([C:13]#[N:14])[c:15]2[c:16]([F:22])[cH:17][c:18]([Cl:21])[cH:19][cH:20]2)[cH:5][cH:6][cH:7]1. Product: Cc1cc(C2CC2)ncc1-c1cccc(C2=Nc3ccc(C(F)(F)F)cc3NC(=O)C2)c1. As a reaction SMILES: [C:1]([O:2][C:3](=[O:4])[NH:7][c:8]1[c:9]([NH:18][C:19]([CH2:20][C:21](=[O:5])[c:23]2[cH:24][c:25](-[c:29]3[cH:30][n:31][c:32]([CH:36]4[CH2:37][CH2:38]4)[cH:33][c:34]3[CH3:35])[cH:26][cH:27][cH:28]2)=[O:39])[cH:10][c:11]([C:14]([F:15])([F:16])[F:17])[cH:12][cH:13]1)([CH3:6])([CH3:22])[CH3:40].[Cl:48][CH2:49][Cl:50].[F:41][C:42]([F:43])([F:44])[C:45]([OH:46])=[O:47]>>[N:7]1=[C:21]([c:23]2[cH:24][c:25](-[c:29]3[cH:30][n:31][c:32]([CH:36]4[CH2:37][CH2:38]4)[cH:33][c:34]3[CH3:35])[cH:26][cH:27][cH:28]2)[CH2:20][C:19](=[O:39])[NH:18][c:9]2[c:8]1[cH:13][cH:12][c:11]([C:14]([F:15])([F:16])[F:17])[cH:10]2. Reactants: Cc1cc(C2CC2)ncc1-c1cccc(C(=O)CC(=O)Nc2cc(C(F)(F)F)ccc2NC(=O)OC(C)(C)C)c1, ClCCl, O=C(O)C(F)(F)F.